From a dataset of the Open Reaction Database (ORD), a public repository of structured organic reaction records. describe an organic reaction: reactants, conditions, products, and yield Reactants: O1C(CCCC1)ONC(=O)[C@@H](C\C=C\C1=CC=CC=C1)[C@H](C(=O)NNCC(C)C)CC(C)C ((E)-2(R)-[1(S)-[(tetrahydro-2(RS)-pyranyloxy)carbamoyl]-4-phenyl-3-butenyl]-2′-isobutyl-4-methylvalerohydrazide), N1=CC=CC=C1 (pyridine), ClCCCS(=O)(=O)Cl (3-chloropropanesulphonyl chloride), ClCCCS(=O)(=O)Cl (3-chloropropanesulphonyl chloride), N1=CC=CC=C1 (pyridine). Run in ClCCl (dichloromethane), C(C)(=O)OCC (ethyl acetate). Conditions: time 2 hour. Product: ClCCCS(=O)(=O)N(NC([C@H](CC(C)C)[C@H](C\C=C\C1=CC=CC=C1)C(NOC1OCCCC1)=O)=O)CC(C)C ((E)-2′-(3-chloropropylsulphonyl)-2(R)-[1(S)-[(tetrahydro-2(RS)-pyranyloxy)carbamoyl]-4-phenyl-3-butenyl]-2′-isobutyl-4-methylvalerohydrazide). Isolated yield 66.7%. Reaction SMILES: [O:1]1[CH2:6][CH2:5][CH2:4][CH2:3][CH:2]1[O:7][NH:8][C:9]([C@H:11]([C@@H:21]([CH2:30][CH:31]([CH3:33])[CH3:32])[C:22]([NH:24][NH:25][CH2:26][CH:27]([CH3:29])[CH3:28])=[O:23])[CH2:12]/[CH:13]=[CH:14]/[C:15]1[CH:20]=[CH:19][CH:18]=[CH:17][CH:16]=1)=[O:10].N1C=CC=CC=1.[Cl:40][CH2:41][CH2:42][CH2:43][S:44](Cl)(=[O:46])=[O:45]>ClCCl.C(OCC)(=O)C>[Cl:40][CH2:41][CH2:42][CH2:43][S:44]([N:25]([CH2:26][CH:27]([CH3:28])[CH3:29])[NH:24][C:22](=[O:23])[C@@H:21]([C@@H:11]([C:9](=[O:10])[NH:8][O:7][CH:2]1[CH2:3][CH2:4][CH2:5][CH2:6][O:1]1)[CH2:12]/[CH:13]=[CH:14]/[C:15]1[CH:20]=[CH:19][CH:18]=[CH:17][CH:16]=1)[CH2:30][CH:31]([CH3:33])[CH3:32])(=[O:46])=[O:45]. Procedure: A solution of 0.918 g of (E)-2(R)-[1(S)-[(tetrahydro-2(RS)-pyranyloxy)carbamoyl]-4-phenyl-3-butenyl]-2′-isobutyl-4-methylvalerohydrazide in 10 ml of dichloromethane was treated with 0.202 ml of pyridine and 0.354 g of 3-chloropropanesulphonyl chloride. The mixture was stirred for 2 hours at room temperature. A further 0.177 g of 3-chloropropanesulphonyl chloride and 0.160 ml of pyridine were added and the mixture was stirred for a further 2 hours at room temperature. Evaporation gave a residue w...